Dataset: the Open Reaction Database (ORD), a public repository of structured organic reaction records. Task: describe an organic reaction: reactants, conditions, products, and yield Starting materials: Cl[C@@]1(CS[C@H]2N([C@H]1C(=O)OCC(Cl)(Cl)Cl)C([C@H]2NC(=O)C=2C(=NOC2C)C2=CC=CC=C2)=O)C (2,2,2-trichloroethyl 3β-chloro-3α-methyl-7β-(5-methyl-3-phenylisoxazol-4-carboxamido)cepham-4α-carboxylate), C(C)(=O)O (acetic acid). The reagents and catalysts are [Zn] (zinc). Run in C(C)(=O)OCC (ethyl acetate). Reaction conditions: time 3 hour. Product: Cl[C@@]1(CS[C@H]2N([C@H]1C(=O)O)C([C@H]2NC(=O)C=2C(=NOC2C)C2=CC=CC=C2)=O)C (3β-chloro-3α-methyl-7β-(5-methyl-3-phenylisoxazol-4-carboxamido)cepham-4α-carboxylic acid). Isolated yield 55.2%. RXN SMILES: [Cl:1][C@@:2]1([CH3:34])[C@H:7]([C:8]([O:10]CC(Cl)(Cl)Cl)=[O:9])[N:6]2[C:16](=[O:33])[C@@H:17]([NH:18][C:19]([C:21]3[C:22]([C:27]4[CH:32]=[CH:31][CH:30]=[CH:29][CH:28]=4)=[N:23][O:24][C:25]=3[CH3:26])=[O:20])[C@H:5]2[S:4][CH2:3]1.C(O)(=O)C>C(OCC)(=O)C.[Zn]>[Cl:1][C@@:2]1([CH3:34])[C@H:7]([C:8]([OH:10])=[O:9])[N:6]2[C:16](=[O:33])[C@@H:17]([NH:18][C:19]([C:21]3[C:22]([C:27]4[CH:28]=[CH:29][CH:30]=[CH:31][CH:32]=4)=[N:23][O:24][C:25]=3[CH3:26])=[O:20])[C@H:5]2[S:4][CH2:3]1. Reported procedure: A mixture of 2,2,2-trichloroethyl 3β-chloro-3α-methyl-7β-(5-methyl-3-phenylisoxazol-4-carboxamido)cepham-4α-carboxylate (210 mg), zinc metal (250 mg), and acetic acid (3 ml) is stirred at room temperature for 3 hours. The reaction mixture is filtered to remove solid, and the filtrate is evaporated to give a residue, which is dissolved in ethyl acetate and washed with aqueous sodium hydrogen carbonate. The water layer is acidified with hydrochloric acid and extracted with ethyl acetate. The extra... RXN SMILES: [C:2](=[O:3])([OH:4])[CH:5]([CH2:6][C:7](=[O:8])[OH:9])[CH:10]1[C:11](=[O:19])[N:12]=[C:13]2[N:14]1[CH:15]=[CH:16][CH:17]=[CH:18]2.[CH3:25][OH:26].[CH:20](=[CH2:21])[C:22](=[O:23])[CH3:24].[ClH:1].[OH2:27]>>[C:2](=[O:3])([OH:4])[CH:5]([CH2:6][C:7](=[O:8])[OH:9])[C:10]1([CH2:21][CH2:20][C:22](=[O:23])[CH3:24])[C:11](=[O:19])[N:12]=[C:13]2[N:14]1[CH:15]=[CH:16][CH:17]=[CH:18]2. The reactants are O=C(O)CC(C(=O)O)C1C(=O)N=C2C=CC=CN21, CO, C=CC(C)=O, Cl, O. Product: CC(=O)CCC1(C(CC(=O)O)C(=O)O)C(=O)N=C2C=CC=CN21. The reactants are Cl (HCl), C1C(=O)OC(=O)CN1CC[NH+](CCN2CC(=O)OC(=O)C2)CC(=O)[O-] (diethylenetriaminepentaacetic acid dianhydride), NCCCCN (1,4-diaminobutane). The solvent is CN(C)C=O (DMF), CN(C)C=O (DMF), CN(C)C=O.C1CC2=NCCCN2C1 (DMF DBN). Run at time 8 hour. Product: C(=O)(O)CN1CCN(CCN(CC(NCCCCNC(C1)=O)=O)CC(=O)O)CC(=O)O (1,4,7-tris(carboxymethyl)-9,16-dioxo-1,4,7,10,15-pentaazacycloheptadecane). As a reaction SMILES: [CH2:1]1[N:8]([CH2:9][CH2:10][NH+:11]([CH2:22][C:23]([O-:25])=[O:24])[CH2:12][CH2:13][N:14]2[CH2:21][C:19](=[O:20])[O:18][C:16](=[O:17])[CH2:15]2)[CH2:7][C:5](=[O:6])[O:4][C:2]1=[O:3].[NH2:26][CH2:27][CH2:28][CH2:29][CH2:30][NH2:31].Cl>CN(C=O)C.CN(C=O)C.C1CN2C(=NCCC2)C1>[C:16]([CH2:15][N:14]1[CH2:21][C:19](=[O:20])[NH:31][CH2:30][CH2:29][CH2:28][CH2:27][NH:26][C:2](=[O:3])[CH2:1][N:8]([CH2:7][C:5]([OH:6])=[O:4])[CH2:9][CH2:10][N:11]([CH2:22][C:23]([OH:25])=[O:24])[CH2:12][CH2:13]1)([OH:18])=[O:17] |f:4.5|. Reported procedure: A 1 L three-neck flask was charged with 340 mL of dry DMF. Two syringes were charged separately with solutions of diethylenetriaminepentaacetic acid dianhydride (3.00 g, 8.40 mmol) in 100 mL of DMF and 1,4-diaminobutane (0.740 g, 8.40 mmol) in DMF/DBN, (96 mL/4 mL). The solutions were added simultaneously at ambient temperature to the flask at a rate of 30 mL/hour. After the addition was complete, the reaction mixture was allowed to stir overnight, stripped to dryness, and 1N HCl added to adjust... Starting materials: ClC=1C=CC2=C(CCC3=C(C2=O)C=CC=C3OC)C1 (8-chloro-1-methoxy-10,11-dihydrodibenzo[a,d]cyclohepten-5-one), FC1=C(N)C=CC(=C1)F (2,4-difluoroaniline), P (phosphine), O([Na])C(C)(C)C (NaOtert-Bu). The reagents and catalysts are CC(=O)[O-].CC(=O)[O-].[Pd+2] (Pd(OAc)2). Solvent: C1(=CC=CC=C1)C (toluene), C(C)(C)(C)O (tert-BuOH). Product: FC1=C(C=CC(=C1)F)NC=1C=CC2=C(CCC3=C(C2=O)C=CC=C3OC)C1 (8-(2,4-Difluorophenylamino)-1-methoxy-10,11-dihydrodibenzo[a,d]cyclohepten-5-one). Reaction SMILES: Cl[C:2]1[CH:3]=[CH:4][C:5]2[C:11](=[O:12])[C:10]3[CH:13]=[CH:14][CH:15]=[C:16]([O:17][CH3:18])[C:9]=3[CH2:8][CH2:7][C:6]=2[CH:19]=1.[F:20][C:21]1[CH:27]=[C:26]([F:28])[CH:25]=[CH:24][C:22]=1[NH2:23].P.O(C(C)(C)C)[Na]>C1(C)C=CC=CC=1.C(O)(C)(C)C.CC([O-])=O.CC([O-])=O.[Pd+2]>[F:20][C:21]1[CH:27]=[C:26]([F:28])[CH:25]=[CH:24][C:22]=1[NH:23][C:2]1[CH:3]=[CH:4][C:5]2[C:11](=[O:12])[C:10]3[CH:13]=[CH:14][CH:15]=[C:16]([O:17][CH3:18])[C:9]=3[CH2:8][CH2:7][C:6]=2[CH:19]=1 |f:6.7.8|. Reported procedure: For the synthesis of the title compound, 0.54 g (0.0020 mol) of 8-chloro-1-methoxy-10,11-dihydrodibenzo[a,d]cyclohepten-5-one, 0.26 g (0.0020 mol) of 2,4-difluoroaniline, 2 spatula tips of Pd(OAc)2, 0.14 g of phosphine ligand and 0.70 g (0.0073 mol) of NaOtert-Bu in 10 ml of toluene and 2 ml of tert-BuOH are reacted by method O. Purification is carried out by column chromatography (flash; SiO2; hexane 90%/ethyl acetate 10%). C22H17F2NO2 (Mr=365.38)